Dataset: the Open Reaction Database (ORD), a public repository of structured organic reaction records. Task: describe an organic reaction: reactants, conditions, products, and yield The reactants are ClC1=NC(=CC2=CC=CC=C12)Cl (1,3-dichloroisoquinoline), NC1=NC=CC=C1 (2-aminopyridine), cuprous monochloride, CO[Na] (MeONa). The solvent is CO (MeOH). Conditions: temperature 125 celsius. The product is ClC=1N=C(C2=CC=CC=C2C1)OC (3-Chloro-1-methoxyisoquinoline). As a reaction SMILES: Cl[C:2]1[C:11]2[C:6](=[CH:7][CH:8]=[CH:9][CH:10]=2)[CH:5]=[C:4]([Cl:12])[N:3]=1.NC1C=CC=CN=1.[CH3:20][O:21][Na]>CO>[Cl:12][C:4]1[N:3]=[C:2]([O:21][CH3:20])[C:11]2[C:6]([CH:5]=1)=[CH:7][CH:8]=[CH:9][CH:10]=2. Procedure: Into a sealed tube were added 1,3-dichloroisoquinoline (501 mg, 2.45 mmol), 2-aminopyridine (31 mg, 0.33 mmol), cuprous monochloride (37.2 mg, 0.162 mmol), MeONa (824 mg, 5.92 mmol), MeOH (3 ml) and diglyne (8 ml). The tube was sealed, evacuated and filled with N2 three times. The combined mixture was heated at 125° C. for 3 days under an atmosphere of nitrogen. After that time, the mixture was treated with water (20 ml) and extracted with EtOAc (3×50 ml). The organic extracts were washed with w... Starting materials: Cl (hydrochloric acid), ClC1=C(C(=O)O)C=CC(=C1Cl)S(=O)(=O)C (2,3-dichloro-4-methylsulfonylbenzoic acid), C(C)N1N=CC=C1O (1-ethyl-5-hydroxypyrazole), C1(CCCCC1)N=C=NC1CCCCC1 (dicyclohexylcarbodiimide). The solvent is C(C)#N (acetonitrile). Run at time 0.5 hour. Yields the product C(C)N1N=CC(=C1O)C(C1=C(C(=C(C=C1)S(=O)(=O)C)Cl)Cl)=O (1-Ethyl-4-(2,3-dichloro-4-methylsulfonylbenzoyl)-5-hydroxypyrazole). As a reaction SMILES: [Cl:1][C:2]1[C:10]([Cl:11])=[C:9]([S:12]([CH3:15])(=[O:14])=[O:13])[CH:8]=[CH:7][C:3]=1[C:4]([OH:6])=O.[CH2:16]([N:18]1[C:22]([OH:23])=[CH:21][CH:20]=[N:19]1)[CH3:17].C1(N=C=NC2CCCCC2)CCCCC1.Cl>C(#N)C>[CH2:16]([N:18]1[C:22]([OH:23])=[C:21]([C:4](=[O:6])[C:3]2[CH:7]=[CH:8][C:9]([S:12]([CH3:15])(=[O:14])=[O:13])=[C:10]([Cl:11])[C:2]=2[Cl:1])[CH:20]=[N:19]1)[CH3:17]. Reported procedure: A solution of 500 mg (1.85 mmol) of 2,3-dichloro-4-methylsulfonylbenzoic acid and 240 mg (2.14 mmol) of 1-ethyl-5-hydroxypyrazole in 10 mL of dry acetonitrile was treated with 430 mg (2.08 mmol) of dicyclohexylcarbodiimide with stirring at ambient temperature for 0.5 hr. The precipitate that formed was removed by filtration and the filtrate was treated with 0.5 mL of triethylamine and 1 mL of acetone cyanohydrin. After 1 hr, the reaction mixture was partitioned between dichloromethane and 1N aqu... Yield: 52.1%. Conditions: time 24 hour. Reaction SMILES: [N+:1]([C:4]1[C:9](OC)=[CH:8][CH:7]=[CH:6][N:5]=1)([O-])=[O:2].[NH2:12][NH2:13].O>CN(C=O)C>[CH:7]1[CH:6]=[N:5][C:4]2[N:1]([OH:2])[N:12]=[N:13][C:9]=2[CH:8]=1. Starting materials: [N+](=O)([O-])C1=NC=CC=C1OC (2-nitro-3-methoxypyridine), NN (hydrazine), O (water). The product is C1=CC2=C(N=C1)N(N=N2)O (HOAt). The solvent is CN(C)C=O (DMF). Procedure details: To 13.58 g of 2-nitro-3-methoxypyridine was added 26.4 mL of 95% hydrazine, 10.4 mL of water and 15.3 mL of DMF. The mixture was carefully warmed to about 70° on a hot plate. Spontaneous warming then set in, the temperature rising to about 80° as the solid dissolved. The solution was set aside for 24 hr and then evaporated from a water bath with the aid of a water aspirator to remove excess hydrazine and water. The dark green residue was cooled in an ice bath, diluted with 50 mL of water and aci... RXN SMILES: [Br:20][CH2:21][c:22]1[cH:23][c:24]2[c:25]([n:26][c:27]([CH:29]3[CH2:30][CH2:31][CH2:32][CH2:33][CH2:34]3)[s:28]2)[cH:35][cH:36]1.[C:37](=[O:38])([O-:39])[O-:40].[CH3:43][c:44]1[cH:45][cH:46][cH:47][cH:48][cH:49]1.[K+:41].[K+:42].[NH2:1][c:2]1[c:3]([Cl:19])[cH:4][cH:5][c:6]2[c:12]1[CH2:11][CH2:10][N:9]([C:13]([C:14]([F:15])([F:16])[F:17])=[O:18])[CH2:8][CH2:7]2>>[NH:1]([c:2]1[c:3]([Cl:19])[cH:4][cH:5][c:6]2[c:12]1[CH2:11][CH2:10][N:9]([C:13]([C:14]([F:15])([F:16])[F:17])=[O:18])[CH2:8][CH2:7]2)[CH2:21][c:22]1[cH:23][c:24]2[c:25]([n:26][c:27]([CH:29]3[CH2:30][CH2:31][CH2:32][CH2:33][CH2:34]3)[s:28]2)[cH:35][cH:36]1. Reactants: BrCc1ccc2nc(C3CCCCC3)sc2c1, O=C([O-])[O-], Cc1ccccc1, [K+], [K+], Nc1c(Cl)ccc2c1CCN(C(=O)C(F)(F)F)CC2. The product is O=C(N1CCc2ccc(Cl)c(NCc3ccc4nc(C5CCCCC5)sc4c3)c2CC1)C(F)(F)F. The reactants are N(=O)[O-].[Na+] (NaNO2), C(C=C)P(OCC)(OCC)=O (diethyl allylphosphonate), COC(CCC1=CC(=C(C(=C1)C)C1=NC2=C(N1)C=C(C=C2)C=2OC(=NN2)NC2=CC=C(C=C2)OC)C)=O (3-(4-{6-[5-(4-Methoxy-phenylamino)-[1,3,4]oxadiazol-2-yl]-1H-benzoimidazol-2-yl}-3,5-dimethyl-phenyl)-propionic acid methyl ester), CO (MeOH). Reagents/catalysts: CC(=O)[O-].CC(=O)[O-].[Pd+2] (Pd(OAc)2). The solvent is O (water), [H+].[B-](F)(F)(F)F (HBF4). Conditions: temperature 0 celsius, time 30 minute. Yields the product C(C)OP(OCC)(=O)C\C=C\C1=CC(=C(C(=C1)C)C=O)C ([(E)-3-(4-Formyl-3,5-dimethyl-phenyl)-allyl]-phosphonic acid diethyl ester). Reaction SMILES: CO[C:3](=O)[CH2:4][CH2:5][C:6]1[CH:11]=[C:10]([CH3:12])[C:9]([C:13]2NC3C=C(C4OC(NC5C=CC(OC)=CC=5)=NN=4)C=CC=3N=2)=[C:8]([CH3:36])[CH:7]=1.N([O-])=O.[Na+].C[OH:43].C([P:47](=[O:54])([O:51][CH2:52][CH3:53])[O:48][CH2:49][CH3:50])C=C>[H+].[B-](F)(F)(F)F.O.CC([O-])=O.CC([O-])=O.[Pd+2]>[CH2:49]([O:48][P:47]([CH2:3]/[CH:4]=[CH:5]/[C:6]1[CH:7]=[C:8]([CH3:36])[C:9]([CH:13]=[O:43])=[C:10]([CH3:12])[CH:11]=1)(=[O:54])[O:51][CH2:52][CH3:53])[CH3:50] |f:1.2,5.6,8.9.10|. Procedure: To a suspension of 4-amino-2,6-dimethylbenzaldehyde (3.0 g, 20.1 mmol) (Example 1-60, step B) in enough 42% HBF4 to be stirred at 0° C. was added a solution of NaNO2 (1.39 g, 20.1 mmol) in water (10 ml) slowly. After 30 min at 0° C., MeOH (50 mL) was added and followed by Pd(OAc)2 (677 mg) and diethyl allylphosphonate (5.38 g, 30.2 mmol). The reaction mixture was heated at 80° C. for 30 min and the suspension was filtered through Celite, washed with CH2Cl2. The filtrate was extracted with CH2Cl2...